Dataset: the Open Reaction Database (ORD), a public repository of structured organic reaction records. Task: describe an organic reaction: reactants, conditions, products, and yield Reactants: [BH4-], O=C(CCCCC1(C(=O)O)CC1)CCCCC1(C(=O)O)CC1, CC(C)O, Cl, [Na+], [Na+], [OH-], O. The product is O=C(O)C1(CCCCC(O)CCCCC2(C(=O)O)CC2)CC1. Reaction SMILES: [BH4-:25].[C:1](=[O:2])([OH:3])[C:4]1([CH2:7][CH2:8][CH2:9][CH2:10][C:11]([CH2:12][CH2:13][CH2:14][CH2:15][C:16]2([C:19](=[O:20])[OH:21])[CH2:17][CH2:18]2)=[O:22])[CH2:5][CH2:6]1.[CH:28]([OH:29])([CH3:30])[CH3:31].[ClH:27].[Na+:24].[Na+:26].[OH-:23].[OH2:32]>>[C:1](=[O:2])([OH:3])[C:4]1([CH2:7][CH2:8][CH2:9][CH2:10][CH:11]([CH2:12][CH2:13][CH2:14][CH2:15][C:16]2([C:19](=[O:20])[OH:21])[CH2:17][CH2:18]2)[OH:22])[CH2:5][CH2:6]1.